This data is from the Open Reaction Database (ORD), a public repository of structured organic reaction records. The task is: describe an organic reaction: reactants, conditions, products, and yield Reactants: BrC=1N=C2C(=NC1)N(C=C2I)C(C2=CC=CC=C2)(C2=CC=CC=C2)C2=CC=CC=C2 (2-bromo-7-iodo-5-trityl-5H-pyrrolo[2,3-b]pyrazine), CC1=CC=C2C=C(NC2=C1)B1OC(C(O1)(C)C)(C)C (6-methyl-2-(4,4,5,5-tetramethyl-1,3,2-dioxaborolan-2-yl)-1H-indole), C([O-])([O-])=O.[Cs+].[Cs+] (cesium carbonate). Run in C(Cl)Cl (DCM), C(C)#N (acetonitrile), C(Cl)Cl (DCM). Run at temperature 90 celsius, time 2 hour. Yields the product BrC=1N=C2C(=NC1)N(C=C2C=2NC1=CC(=CC=C1C2)C)C(C2=CC=CC=C2)(C2=CC=CC=C2)C2=CC=CC=C2 (2-bromo-7-(6-methyl-1H-indol-2-yl)-5-trityl-5H-pyrrolo[2,3-b]pyrazine). Yield: 29.8%. RXN SMILES: [Br:1][C:2]1[N:3]=[C:4]2[C:10](I)=[CH:9][N:8]([C:12]([C:25]3[CH:30]=[CH:29][CH:28]=[CH:27][CH:26]=3)([C:19]3[CH:24]=[CH:23][CH:22]=[CH:21][CH:20]=3)[C:13]3[CH:18]=[CH:17][CH:16]=[CH:15][CH:14]=3)[C:5]2=[N:6][CH:7]=1.[CH3:31][C:32]1[CH:40]=[C:39]2[C:35]([CH:36]=[C:37](B3OC(C)(C)C(C)(C)O3)[NH:38]2)=[CH:34][CH:33]=1.C(=O)([O-])[O-].[Cs+].[Cs+]>C(#N)C.C(Cl)Cl>[Br:1][C:2]1[N:3]=[C:4]2[C:10]([C:37]3[NH:38][C:39]4[C:35]([CH:36]=3)=[CH:34][CH:33]=[C:32]([CH3:31])[CH:40]=4)=[CH:9][N:8]([C:12]([C:25]3[CH:30]=[CH:29][CH:28]=[CH:27][CH:26]=3)([C:19]3[CH:24]=[CH:23][CH:22]=[CH:21][CH:20]=3)[C:13]3[CH:18]=[CH:17][CH:16]=[CH:15][CH:14]=3)[C:5]2=[N:6][CH:7]=1 |f:2.3.4|. Reported procedure: A solution of 2-bromo-7-iodo-5-trityl-5H-pyrrolo[2,3-b]pyrazine (6) (100 mg, 0.1766 mmol), 6-methyl-2-(4,4,5,5-tetramethyl-1,3,2-dioxaborolan-2-yl)-1H-indole (7) (47 mg, 0.1766 mmol) in acetonitrile (5 mL) was added cesium carbonate (115.74 mg, 0.3532 mmol). The resulting reaction mixture was degassed, purged with nitrogen for 10 min followed by the addition of Pd(PPh3) Cl2.DCM (7.06 mg, 0.0088 mmol) to the reaction mixture, which was again degassed, purged with nitrogen for another 15 min. The ... Starting materials: CCN(C(C)C)C(C)C, Cl, NCc1ccc(C(=O)Nc2ccc(Cl)c(-c3ccccn3)c2)cc1, Cc1cc(C)n(C2=NCCN2)n1, CN(C)C=O. Yields the product O=C(Nc1ccc(Cl)c(-c2ccccn2)c1)c1ccc(CNC2=NCCN2)cc1. As a reaction SMILES: [CH:38]([N:39]([CH2:40][CH3:41])[CH:42]([CH3:43])[CH3:44])([CH3:45])[CH3:46].[ClH:1].[NH2:2][CH2:3][c:4]1[cH:5][cH:6][c:7]([C:8](=[O:9])[NH:10][c:11]2[cH:12][c:13](-[c:18]3[n:19][cH:20][cH:21][cH:22][cH:23]3)[c:14]([Cl:17])[cH:15][cH:16]2)[cH:24][cH:25]1.[NH:26]1[C:27]([n:31]2[c:32]([CH3:33])[cH:34][c:35]([CH3:36])[n:37]2)=[N:28][CH2:29][CH2:30]1.[O:47]=[CH:48][N:49]([CH3:50])[CH3:51]>>[NH:2]([CH2:3][c:4]1[cH:5][cH:6][c:7]([C:8](=[O:9])[NH:10][c:11]2[cH:12][c:13](-[c:18]3[n:19][cH:20][cH:21][cH:22][cH:23]3)[c:14]([Cl:17])[cH:15][cH:16]2)[cH:24][cH:25]1)[C:27]1=[N:26][CH2:30][CH2:29][NH:28]1. The reactants are CC(=O)O[BH-](OC(C)=O)OC(C)=O, Nc1ccnn1Cc1ccccc1, CC(=O)O, [Na+], O=C1CCOCC1. Yields the product c1ccc(Cn2nccc2NC2CCOCC2)cc1. RXN SMILES: [C:21]([O:22][BH-:23]([O:24][C:25](=[O:26])[CH3:27])[O:28][C:29](=[O:30])[CH3:31])(=[O:32])[CH3:33].[CH2:1]([c:2]1[cH:3][cH:4][cH:5][cH:6][cH:7]1)[n:8]1[n:9][cH:10][cH:11][c:12]1[NH2:13].[CH3:35][C:36](=[O:37])[OH:38].[Na+:34].[O:14]1[CH2:15][CH2:16][C:17](=[O:20])[CH2:18][CH2:19]1>>[CH2:1]([c:2]1[cH:3][cH:4][cH:5][cH:6][cH:7]1)[n:8]1[n:9][cH:10][cH:11][c:12]1[NH:13][CH:17]1[CH2:16][CH2:15][O:14][CH2:19][CH2:18]1. Reactants: C1(=CC=CC=C1)CC[C@@H](/C=C/[C@H]1[C@@H](C[C@@H]2OC(C[C@@H]21)=O)OC2OCCCC2)OC2OCCCC2 ((3aR, 4R, 5R, 6aS) Hexahydro-4-[(E)-(3S)-5-phenyl-3-(tetrahydropyran-2-yloxy)-1-pentenyl]-5-(tetrahydropyran-2-yloxy)-2H-cyclopenta[b]furan-2-one). The reagents and catalysts are [Pd].[C] (Pd carbon). The solvent is CCOC(=O)C (EtOAc). The product is O1C=2C(=CC1=O)C=CC2 (2H-cyclopenta[b]furan-2-one). Isolated yield 403.9%. Reaction SMILES: C1(CC[C@H](OC2CCCCO2)/C=C/[C@@H:12]2[C@@H:19]3[C@@H:15]([O:16][C:17](=[O:20])[CH2:18]3)[CH2:14][C@H:13]2OC2CCCCO2)C=CC=CC=1>CCOC(C)=O.[Pd].[C]>[O:16]1[C:17](=[O:20])[CH:18]=[C:19]2[CH:12]=[CH:13][CH:14]=[C:15]12 |f:2.3|. Reported procedure: A solution of the lactone 6 (6.44 g, 13.4 mmol) in 50 mL of EtOAc was hydrogenated in the presence of 10% Pd/carbon (0.15 g) at 40 psi in a Parr hydrogenation apparatus for 4 h. The reaction mixture was filtered through Celite and the filtrate was concentrated to afford 7 (6.5 g, 99% yield) as a colorless oil. 1H-NMR (CDCl3) δ (characteristic peaks only) 7.22 (m, 5H), 5.00 (m, 1H), 4.76 (m, 2H), 3.52 (m, 2H). Reactants: C1CCOC1, CN1CCNCC1, CCCc1nn(C)c2c(=O)[nH]c(-c3cc(S(=O)(=O)Cl)cc4c3OCC4)nc12. The product is CCCc1nn(C)c2c(=O)[nH]c(-c3cc(S(=O)(=O)N4CCN(C)CC4)cc4c3OCC4)nc12. RXN SMILES: [CH2:35]1[O:36][CH2:37][CH2:38][CH2:39]1.[CH3:28][N:29]1[CH2:30][CH2:31][NH:32][CH2:33][CH2:34]1.[Cl:1][S:2](=[O:3])(=[O:4])[c:5]1[cH:6][c:7](-[c:14]2[nH:15][c:16](=[O:27])[c:17]3[c:18]([n:19]2)[c:20]([CH2:24][CH2:25][CH3:26])[n:21][n:22]3[CH3:23])[c:8]2[c:9]([cH:13]1)[CH2:10][CH2:11][O:12]2>>[S:2](=[O:3])(=[O:4])([c:5]1[cH:6][c:7](-[c:14]2[nH:15][c:16](=[O:27])[c:17]3[c:18]([n:19]2)[c:20]([CH2:24][CH2:25][CH3:26])[n:21][n:22]3[CH3:23])[c:8]2[c:9]([cH:13]1)[CH2:10][CH2:11][O:12]2)[N:32]1[CH2:31][CH2:30][N:29]([CH3:28])[CH2:34][CH2:33]1. Reaction SMILES: [C:1]([O:2][C:3](=[O:4])[N:8]1[CH:9]([C:13]([NH:14][c:15]2[n:16][cH:17][c:18](-[c:21]3[c:22]([S:27]([NH:28][C:29]([CH3:30])([CH3:31])[CH3:32])(=[O:33])=[O:34])[cH:23][cH:24][cH:25][cH:26]3)[cH:19][cH:20]2)=[O:35])[CH2:10][CH2:11][CH2:12]1)([CH3:5])([CH3:6])[CH3:7].[Cl:43][CH2:44][Cl:45].[Cl:46][CH:47]([Cl:48])[Cl:49].[OH:36][C:37]([C:38]([F:39])([F:40])[F:41])=[O:42]>>[NH:8]1[CH:9]([C:13]([NH:14][c:15]2[n:16][cH:17][c:18](-[c:21]3[c:22]([S:27]([NH:28][C:29]([CH3:30])([CH3:31])[CH3:32])(=[O:33])=[O:34])[cH:23][cH:24][cH:25][cH:26]3)[cH:19][cH:20]2)=[O:35])[CH2:10][CH2:11][CH2:12]1. Reactants: CC(C)(C)NS(=O)(=O)c1ccccc1-c1ccc(NC(=O)C2CCCN2C(=O)OC(C)(C)C)nc1, ClCCl, ClC(Cl)Cl, O=C(O)C(F)(F)F. Product: CC(C)(C)NS(=O)(=O)c1ccccc1-c1ccc(NC(=O)C2CCCN2)nc1. As a reaction SMILES: [C:1]12([CH2:2][S:3]([OH:4])(=[O:5])=[O:6])[C:7]([CH3:8])([CH3:9])[CH:10]([CH2:11][CH2:12]1)[CH2:13][C:14]2=[O:15].[CH3:54][C:55]#[N:56].[CH:50]([OH:51])([CH3:52])[CH3:53].[Cl:29][c:30]1[n:31][cH:32][c:33]([Cl:49])[c:34]([NH:36][c:37]2[c:38]([F:48])[cH:39][cH:40][cH:41][c:42]2[O:43][CH2:44][CH2:45][O:46][CH3:47])[n:35]1.[NH2:16][c:17]1[cH:18][cH:19][c:20]2[c:21]([cH:28]1)[NH:22][C:23](=[O:27])[CH2:24][CH2:25][CH2:26]2>>[NH:16]([c:17]1[cH:18][cH:19][c:20]2[c:21]([cH:28]1)[NH:22][C:23](=[O:27])[CH2:24][CH2:25][CH2:26]2)[c:30]1[n:31][cH:32][c:33]([Cl:49])[c:34]([NH:36][c:37]2[c:38]([F:48])[cH:39][cH:40][cH:41][c:42]2[O:43][CH2:44][CH2:45][O:46][CH3:47])[n:35]1. The reactants are CC1(C)C2CCC1(CS(=O)(=O)O)C(=O)C2, CC#N, CC(C)O, COCCOc1cccc(F)c1Nc1nc(Cl)ncc1Cl, Nc1ccc2c(c1)NC(=O)CCC2. Yields the product COCCOc1cccc(F)c1Nc1nc(Nc2ccc3c(c2)NC(=O)CCC3)ncc1Cl. Starting materials: CO, [H][H], NC(=O)c1ccc([N+](=O)[O-])c(C(=O)Nc2ccc(Cl)cc2)c1, O=[Pt]. Yields the product NC(=O)c1ccc(N)c(C(=O)Nc2ccc(Cl)cc2)c1. Reaction SMILES: [CH3:25][OH:26].[H:23][H:24].[N+:1]([O-:2])(=[O:3])[c:4]1[c:5]([C:13](=[O:14])[NH:15][c:16]2[cH:17][cH:18][c:19]([Cl:22])[cH:20][cH:21]2)[cH:6][c:7]([C:8](=[O:9])[NH2:10])[cH:11][cH:12]1.[Pt:27]=[O:28]>>[NH2:1][c:4]1[c:5]([C:13](=[O:14])[NH:15][c:16]2[cH:17][cH:18][c:19]([Cl:22])[cH:20][cH:21]2)[cH:6][c:7]([C:8](=[O:9])[NH2:10])[cH:11][cH:12]1. Reactants: FC(OC1=CC=C(C=C1)CCC1CCC(CC1)C1CCC(CC1)CCC=O)(F)F (3-(4-(4-(2-(4-trifluoromethoxyphenyl)ethyl)cyclohexyl)cyclohexyl) propanal). Run in C(C)O (Ethanol). Run at temperature 0 celsius, time 2 hour. The product is FC(OC1=CC=C(C=C1)CCC1CCC(CC1)C1CCC(CC1)CCCO)(F)F (3-(4-(4-(2-(4-trifluoromethoxyphenyl)ethyl)cyclohexyl)cyclohexyl)propanol). Isolated yield 77.4%. Reaction SMILES: [F:1][C:2]([F:29])([F:28])[O:3][C:4]1[CH:9]=[CH:8][C:7]([CH2:10][CH2:11][CH:12]2[CH2:17][CH2:16][CH:15]([CH:18]3[CH2:23][CH2:22][CH:21]([CH2:24][CH2:25][CH:26]=[O:27])[CH2:20][CH2:19]3)[CH2:14][CH2:13]2)=[CH:6][CH:5]=1>C(O)C>[F:1][C:2]([F:28])([F:29])[O:3][C:4]1[CH:5]=[CH:6][C:7]([CH2:10][CH2:11][CH:12]2[CH2:13][CH2:14][CH:15]([CH:18]3[CH2:23][CH2:22][CH:21]([CH2:24][CH2:25][CH2:26][OH:27])[CH2:20][CH2:19]3)[CH2:16][CH2:17]2)=[CH:8][CH:9]=1. Procedure: Ethanol (20 ml) was added to the above 3-(4-(4-(2-(4-trifluoromethoxyphenyl)ethyl)cyclohexyl)cyclohexyl) propanal (2.70 g, 6.58 mmol), followed by cooling the mixture down to 0° C. in a nitrogen gas atmosphere, adding thereto, sodiumboronhydride (0.13 g, 3,43 mmol) so that the liquid temperature could not exceed 10° C., stirring the mixture at 0° C. for 2 hours, extracting the resulting product with ethyl acetate, washing the organic layer successively with a saturated aqueous solution of sodium... The reactants are NC=1C=CC2=C(N=C(O2)C)C1 (5-Amino-2-methylbenzoxazole), ice, N1=C(C=CC=C1C)C (2,6-lutidine), O1C(=CC=C1)C(=O)Cl (2-Furoyl chloride). Run in O1CCCC1 (THF), O1CCCC1 (tetrahydrofuran). Reaction conditions: temperature 3 celsius, time 1 hour. Product: O1C(=CC=C1)C(=O)NC=1C=CC2=C(N=C(O2)C)C1 (5-(2-Furancarboxamido)-2-methylbenzoxazole). Yield: 87.1%. RXN SMILES: [NH2:1][C:2]1[CH:3]=[CH:4][C:5]2[O:9][C:8]([CH3:10])=[N:7][C:6]=2[CH:11]=1.N1C(C)=CC=CC=1C.[O:20]1[CH:24]=[CH:23][CH:22]=[C:21]1[C:25](Cl)=[O:26]>O1CCCC1>[O:20]1[CH:24]=[CH:23][CH:22]=[C:21]1[C:25]([NH:1][C:2]1[CH:3]=[CH:4][C:5]2[O:9][C:8]([CH3:10])=[N:7][C:6]=2[CH:11]=1)=[O:26]. Procedure: 5-Amino-2-methylbenzoxazole (14 8 g, 0.100 mol) and 2,6-lutidine (12.0 g, 0.111 mol) were combined with 100 mL of tetrahydrofuran (THF) and the solution was cooled to 3° C. in an ice-bath under nitrogen. 2-Furoyl chloride (13.7 g, 0.105 mol) in 20 mL of THF was added dropwise so as to keep the temperature below 10° C. After addition the ice-bath was removed and after stirring for 1 hour the mixture was poured into 300 mL of water. The solid was collected and washed with water and dried. This aff...